From a dataset of the Open Reaction Database (ORD), a public repository of structured organic reaction records. describe an organic reaction: reactants, conditions, products, and yield The reactants are CSc1nc(N)c2ncn(COCCOC(=O)c3ccccc3)c2n1, CN. The product is CSc1nc(N)c2ncn(COCCO)c2n1. As a reaction SMILES: [C:1](=[O:2])([c:3]1[cH:4][cH:5][cH:6][cH:7][cH:8]1)[O:9][CH2:10][CH2:11][O:12][CH2:13][n:14]1[c:15]2[n:16][c:17]([S:24][CH3:25])[n:18][c:19]([NH2:23])[c:20]2[n:21][cH:22]1.[CH3:26][NH2:27]>>[OH:9][CH2:10][CH2:11][O:12][CH2:13][n:14]1[c:15]2[n:16][c:17]([S:24][CH3:25])[n:18][c:19]([NH2:23])[c:20]2[n:21][cH:22]1. The reactants are ClC1=NC=NC2=CC(=C(C=C12)OC)OC (4-chloro-6,7-dimethoxyquinazoline), N (ammonia), COC1=CC(=C(C(=O)O)C=C1OC)[N+](=O)[O-] (4,5-dimethoxy-2-nitrobenzoic acid), S(=O)(Cl)Cl (thionyl chloride). The product is COC1=CC(=C(C(=O)N)C=C1OC)[N+](=O)[O-] (4,5-dimethoxy-2-nitrobenzamide). RXN SMILES: ClC1C2C(=CC(OC)=C(OC)C=2)N=C[N:3]=1.[CH3:16][O:17][C:18]1[C:26]([O:27][CH3:28])=[CH:25][C:21]([C:22](O)=[O:23])=[C:20]([N+:29]([O-:31])=[O:30])[CH:19]=1.S(Cl)(Cl)=O.N>>[CH3:16][O:17][C:18]1[C:26]([O:27][CH3:28])=[CH:25][C:21]([C:22]([NH2:3])=[O:23])=[C:20]([N+:29]([O-:31])=[O:30])[CH:19]=1. Procedure details: The common synthetic intermediate 4-chloro-6,7-dimethoxyquinazoline 5 used for synthesizing all the tested compounds by following literature procedures (Scheme 1). 4,5-dimethoxy-2-nitrobenzoic acid 1 was treated with thionyl chloride, and then reacted with ammonia to give 4,5-dimethoxy-2-nitrobenzamide 2 (Nomoto et al., 1990, Chem. Pharm. Bull 38: 1591-1595). The nitro group in compound 2 was reduced with sodium borohydride in the presence of copper sulfate (31) to give 4,5-dimethoxy-2-aminobenz...